Dataset: the Open Reaction Database (ORD), a public repository of structured organic reaction records. Task: describe an organic reaction: reactants, conditions, products, and yield Reactants: Cl (hydrochloric acid), C(CCC)N(C(C#CCCCCCO[SiH2]C(C(C)C)(C)C)=O)C (N-butyl-8-[[dimethyl-(1,1-dimethyl-ethyl)]-silyloxy]-N-methyl-2-octynamide). Product: C(CCC)N(C(C#CCCCCCO)=O)C (N-butyl-8-hydroxy-N-methyl-2-octynamide). Isolated yield 69.0%. As a reaction SMILES: Cl.[CH2:2]([N:6]([CH3:24])[C:7](=[O:23])[C:8]#[C:9][CH2:10][CH2:11][CH2:12][CH2:13][CH2:14][O:15][SiH2]C(C)(C)C(C)C)[CH2:3][CH2:4][CH3:5]>>[CH2:2]([N:6]([CH3:24])[C:7](=[O:23])[C:8]#[C:9][CH2:10][CH2:11][CH2:12][CH2:13][CH2:14][OH:15])[CH2:3][CH2:4][CH3:5]. Procedure: 1 ml of 2N hydrochloric acid was added to a solution of 1.9 g of the product of Step C and the mixture was maintained for one hour at ambient temperature, then extracted with ethyl acetate. The extracts were washed with water, dried and evaporated to dryness under reduced pressure. The 1.79 g of residue were chromatographed on silica (eluant: ethyl acetate) to obtain 870 mg of the expected product. Starting materials: ClCC(=O)NCCC1(CCN(CC1)C(=O)OC(C)(C)C)O (tert-Butyl 4-(2-(2-chloroacetamido)ethyl)-4-hydroxypiperidine-1-carboxylate), CC(C)([O-])C.[K+] (potassium tert-butoxide). The solvent is C1CCOC1 (THF), C1CCOC1 (THF). Reaction SMILES: Cl[CH2:2][C:3]([NH:5][CH2:6][CH2:7][C:8]1([OH:21])[CH2:13][CH2:12][N:11]([C:14]([O:16][C:17]([CH3:20])([CH3:19])[CH3:18])=[O:15])[CH2:10][CH2:9]1)=[O:4].CC(C)([O-])C.[K+]>C1COCC1>[O:4]=[C:3]1[NH:5][CH2:6][CH2:7][C:8]2([CH2:13][CH2:12][N:11]([C:14]([O:16][C:17]([CH3:20])([CH3:19])[CH3:18])=[O:15])[CH2:10][CH2:9]2)[O:21][CH2:2]1 |f:1.2|. The product is O=C1COC2(CCN(CC2)C(=O)OC(C)(C)C)CCN1 (tert-Butyl 9-oxo-7-oxa-3,10-diazaspiro[5.6]dodecane-3-carboxylate). Reported procedure: A solution of tert-butyl 4-(2-(2-chloroacetamido)ethyl)-4-hydroxypiperidine-1-carboxylate (example 89, step c) (0.3 g) in dry THF (18 mL) was added dropwise over 6 hours to a refluxing mixture of potassium tert-butoxide (1M in tert-butanol, 3 mL) and dry THF (60 mL). At the end of the addition the mixture was heated at reflux for a further 15 minutes and then cooled to room temperature. The mixture was partitioned between ethyl acetate and brine. The organic layer was dried over sodium sulphate,... The reactants are C(=O)C=1NC=2CCCCC2C1CCC(=O)O (3-(2-Formyl-4,5,6,7-tetrahydro-1H-indol-3-yl)-propionic acid), N1C(CC2=CC=CC=C12)=O (2-oxindole), N1CCCCC1 (piperidine), N1CCCC1 (pyrrolidine). The solvent is C(C)O (ethanol), C(C)(=O)O (acetic acid). Yields the product O=C1NC2=CC=CC=C2C1=CC=1NC=2CCCCC2C1CCC(=O)O (3-[2-(2-oxo-1,2-dihydroindol-3-ylidenemethyl)-4,5,6,7-tetrahydro-1H-indol-3-yl]-propionic acid). Isolated yield 67.0%. RXN SMILES: [CH:1]([C:3]1[NH:4][C:5]2[CH2:6][CH2:7][CH2:8][CH2:9][C:10]=2[C:11]=1[CH2:12][CH2:13][C:14]([OH:16])=[O:15])=O.[NH:17]1[C:25]2[C:20](=[CH:21][CH:22]=[CH:23][CH:24]=2)[CH2:19][C:18]1=[O:26].N1CCCCC1.N1CCCC1>C(O)C.C(O)(=O)C>[O:26]=[C:18]1[C:19](=[CH:1][C:3]2[NH:4][C:5]3[CH2:6][CH2:7][CH2:8][CH2:9][C:10]=3[C:11]=2[CH2:12][CH2:13][C:14]([OH:16])=[O:15])[C:20]2[C:25](=[CH:24][CH:23]=[CH:22][CH:21]=2)[NH:17]1. Procedure: 3-(2-Formyl-4,5,6,7-tetrahydro-1H-indol-3-yl)-propionic acid (5.4 g), 3.6 g of 2-oxindole and 2.7 g of piperidine (or 2.2 g of pyrrolidine) in 25 mL of ethanol were refluxed for 4 hours. Upon slow addition of acetic acid (8 mL), a precipitate formed. The mixture was refluxed for 5 minutes and cooled to ambient temperature. The precipitate was collected by vacuum filtration and washed with 20 mL of ethanol. The solids were slurry-washed refluxing in 30 mL of ethanol, cooled, collected by vacuum f... Reactants: O=C(O)COc1ccccc1, Cn1c(N)nc2ccccc21. The reagents and catalysts are CC(C)N=C=NC(C)C (DIC), C1=CC2=C(C=C1Cl)N(N=N2)O (6-Cl-HOBT). Run in CN(C)C=O (DMF), CN(C)C=O (DMF), CN(C)C=O (DMF), CN(C)C=O (DMF), CN(C)C=O (DMF), CN(C)C=O (DMF). Conditions: temperature 25 celsius, time 2 hour. Product: Cn1c(NC(=O)COc2ccccc2)nc2ccccc21. Isolated yield 6.9%. RXN SMILES: Cn1c(N)nc2ccccc21.O=C(O)COc1ccccc1.CC(C)N=C=NC(C)C.C1=CC2=C(C=C1Cl)N(N=N2)O.CN(C)C=O>>Cn1c(NC(=O)COc2ccccc2)nc2ccccc21. Starting materials: ClC=1N=CC(=NC1)C(=O)N1CC2=C(CC1)NC(=N2)C2=NNC1=CC(=CC=C21)C2=C(C=C(C(=C2)F)O)CC ((5-chloropyrazin-2-yl)(2-(6-(2-ethyl-5-fluoro-4-hydroxyphenyl)-1H-indazol-3-yl)-6,7-dihydro-1H-imidazo[4,5-c]pyridin-5(4H)-yl)methanone), N1(CCOCC1)CCN (2-morpholin-4-yl-ethylamine). The product is C(C)C1=C(C=C(C(=C1)O)F)C1=CC=C2C(=NNC2=C1)C=1NC2=C(CN(CC2)C(=O)C2=NC=C(N=C2)NCCN2CCOCC2)N1 ({2-[6-(2-Ethyl-5-fluoro-4-hydroxy-phenyl)-1H-indazol-3-yl]-1,4,6,7-tetrahydro-imidazo[4,5-c]pyridin-5-yl}-[5-(2-morpholin-4-yl-ethylamino)-pyrazin-2-yl]-methanone). Yield: 23.7%. Reaction SMILES: Cl[C:2]1[N:3]=[CH:4][C:5]([C:8]([N:10]2[CH2:15][CH2:14][C:13]3[NH:16][C:17]([C:19]4[C:27]5[C:22](=[CH:23][C:24]([C:28]6[CH:33]=[C:32]([F:34])[C:31]([OH:35])=[CH:30][C:29]=6[CH2:36][CH3:37])=[CH:25][CH:26]=5)[NH:21][N:20]=4)=[N:18][C:12]=3[CH2:11]2)=[O:9])=[N:6][CH:7]=1.[N:38]1([CH2:44][CH2:45][NH2:46])[CH2:43][CH2:42][O:41][CH2:40][CH2:39]1>>[CH2:36]([C:29]1[CH:30]=[C:31]([OH:35])[C:32]([F:34])=[CH:33][C:28]=1[C:24]1[CH:23]=[C:22]2[C:27]([C:19]([C:17]3[NH:16][C:13]4[CH2:14][CH2:15][N:10]([C:8]([C:5]5[CH:4]=[N:3][C:2]([NH:46][CH2:45][CH2:44][N:38]6[CH2:43][CH2:42][O:41][CH2:40][CH2:39]6)=[CH:7][N:6]=5)=[O:9])[CH2:11][C:12]=4[N:18]=3)=[N:20][NH:21]2)=[CH:26][CH:25]=1)[CH3:37]. Reported procedure: The title compound was prepared from (5-chloropyrazin-2-yl)(2-(6-(2-ethyl-5-fluoro-4-hydroxyphenyl)-1H-indazol-3-yl)-6,7-dihydro-1H-imidazo[4,5-c]pyridin-5(4H)-yl)methanone (100 mg, 193 μmol) and 2-morpholin-4-yl-ethylamine, (30 mg, 347 μmol) using the method of Example 32. The crude material was purified by HPLC Method F to afford (28 mg, 28%) of the title compound as off-white solid. Reactants: OC1=CC(=CC2=CC=C(C=C12)N1CCOCC1)C(=O)OC (methyl 4-hydroxy-6-morpholino-2-naphthoate), COC1=CC=C(C=C1)C(C#C)(O)C1=CC=C(C=C1)OC (1,1-di(4-methoxyphenyl)prop-2-yn-1-ol). The solvent is C1(=CC=CC=C1)C (toluene). Yields the product COC1=CC=C(C=C1)C1(C=CC2=C(O1)C1=CC(=CC=C1C=C2C(=O)OC)N2CCOCC2)C2=CC=C(C=C2)OC (methyl 2,2-bis(4-methoxyphenyl)-9-morpholino-2H-naphtho [1,2-b]pyran-5-carboxylate). Yield: 14.9%. As a reaction SMILES: [OH:1][C:2]1[C:11]2[C:6](=[CH:7][CH:8]=[C:9]([N:12]3[CH2:17][CH2:16][O:15][CH2:14][CH2:13]3)[CH:10]=2)[CH:5]=[C:4]([C:18]([O:20][CH3:21])=[O:19])[CH:3]=1.[CH3:22][O:23][C:24]1[CH:29]=[CH:28][C:27]([C:30]([C:34]2[CH:39]=[CH:38][C:37]([O:40][CH3:41])=[CH:36][CH:35]=2)(O)[C:31]#[CH:32])=[CH:26][CH:25]=1>C1(C)C=CC=CC=1>[CH3:41][O:40][C:37]1[CH:36]=[CH:35][C:34]([C:30]2([C:27]3[CH:26]=[CH:25][C:24]([O:23][CH3:22])=[CH:29][CH:28]=3)[O:1][C:2]3[C:11]4[C:6]([CH:5]=[C:4]([C:18]([O:20][CH3:21])=[O:19])[C:3]=3[CH:32]=[CH:31]2)=[CH:7][CH:8]=[C:9]([N:12]2[CH2:17][CH2:16][O:15][CH2:14][CH2:13]2)[CH:10]=4)=[CH:39][CH:38]=1. Reported procedure: A solution of methyl 4-hydroxy-6-morpholino-2-naphthoate (1.0 g, 3.5 mmol) and 1,1-di(4-methoxyphenyl)prop-2-yn-1-ol (0.94 g, 3.5 mmol) in toluene (45 cm3) containing acidic alumina (Brockmann 1), (5.0 g) was refluxed for 100 minutes. The cooled solution was filtered and the alumina was washed well with EtOAc (200 cm3). The organic filtrate was washed with aqueous sodium hydroxide (2M, 2×50 cm3) and water (100 cm3). Removal of the dried (Na2SO4) EtOAc gave an oil which was flash chromatographed ...